From a dataset of the Open Reaction Database (ORD), a public repository of structured organic reaction records. describe an organic reaction: reactants, conditions, products, and yield Starting materials: C(#N)CCN1C=NC(=C1)N (1-(2-Cyanoethyl)-4-aminoimidazole), [H][H] (hydrogen). Reagents/catalysts: [Ni] (Raney nickel). The solvent is N.C(C)O (ammonia ethanol). Yields the product NCCCN1C=NC(=C1)N (1-(3-Aminopropyl)-4-aminoimidazole). Isolated yield 73.7%. As a reaction SMILES: [C:1]([CH2:3][CH2:4][N:5]1[CH:9]=[C:8]([NH2:10])[N:7]=[CH:6]1)#[N:2].[H][H]>N.C(O)C.[Ni]>[NH2:2][CH2:1][CH2:3][CH2:4][N:5]1[CH:9]=[C:8]([NH2:10])[N:7]=[CH:6]1 |f:2.3|. Procedure details: 1-(2-Cyanoethyl)-4-aminoimidazole (1 g, 6 mmol) was suspended in 3% ammonia/ethanol (50 ml), and Raney nickel was added to the solution. The mixture was stirred at 80° C. for 5 hours in a hydrogen atmosphere. The catalyst was removed by filtration through Celite, and the filtrate was concentrated under reduced pressure. The residue was subjected to column chromatography on silica gel (chloroform:methanol:aqueous ammonia=5:1:0.5) to obtain 620 mg of the title compound (oil). Starting materials: [OH-].[Na+] (sodium hydroxide), C(C=C)Br (allyl bromide), NC1CCC2=CC3=C(OCC3)C=C2C1 (7-amino-2,3,5,6,7,8-hexahydronaphtho[2,3-b]furan), C(Cl)Cl (methylene choride). The solvent is CO (methanol), C(C)#N (acetonitrile). Reaction conditions: time 20 hour. Yields the product Cl.C(C=C)NC1CCC2=CC3=C(OCC3)C=C2C1 (7-(N-allylamino)-2,3,5,6,7,8-hexahydronaphtho[2,3-b]-furan hydrochloride). RXN SMILES: [NH2:1][CH:2]1[CH2:14][C:13]2[C:5](=[CH:6][C:7]3[CH2:11][CH2:10][O:9][C:8]=3[CH:12]=2)[CH2:4][CH2:3]1.[OH-].[Na+].[CH2:17](Br)[CH:18]=[CH2:19].C(Cl)[Cl:22]>CO.C(#N)C>[ClH:22].[CH2:19]([NH:1][CH:2]1[CH2:14][C:13]2[C:5](=[CH:6][C:7]3[CH2:11][CH2:10][O:9][C:8]=3[CH:12]=2)[CH2:4][CH2:3]1)[CH:18]=[CH2:17] |f:1.2,7.8|. Procedure: 5.2 g of 7-amino-2,3,5,6,7,8-hexahydronaphtho[2,3-b]furan dissolved in 27.6 ml of methylene choride are stirred at room temperature in the presence of 8.3 ml of 40% strength sodium hydroxide, 3.3 g of allyl bromide and 1 ml of 40% strength Triton B in methanol. After 20 hours' stirring, 1 ml of Triton B is added again, followed by a further 2 ml after 24 hours' stirring. After 96 hours' stirring, the mixture is separated off after being left of settle and evaporated under vacuum. The residue, ta...